From a dataset of the Open Reaction Database (ORD), a public repository of structured organic reaction records. describe an organic reaction: reactants, conditions, products, and yield The reactants are Cl.COC1=CC=C(C=C1)S(=O)(=O)N([C@@H](C(=O)O)[C@@H]1CC[C@H](CC1)OCCC)CC1=CC=NC=C1 (2(R)-[(4-methoxybenzenesulfonyl)(4-picolyl)amino]-2-(trans-4-propoxycyclohexyl) acetic acid hydrochloride), ON1N=NC2=C1C=CC=C2 (1-hydroxybenzotriazole), CN1CCOCC1 (4-methylmorpholine), Cl.C(C)(C)(C)ON (O-t-butylhydroxylamine hydrochloride), Cl.CN(C)CCCN=C=NCC (N-[dimethylaminopropyl]-N'-ethylcarbodiimide hydrochloride). Solvent: C(Cl)Cl (methylene chloride), O (water). Run at time 8 hour. Yields the product C(C)(C)(C)ONC([C@@H]([C@@H]1CC[C@H](CC1)OCCC)N(CC1=CC=NC=C1)S(=O)(=O)C1=CC=C(C=C1)OC)=O (N-(t-butyloxy)-2(R)-[(4-methoxybenzenesulfonyl)-(4-picolyl)amino]-2-(trans-4-propoxy-cyclohexyl)-acetamide). As a reaction SMILES: Cl.[CH3:2][O:3][C:4]1[CH:9]=[CH:8][C:7]([S:10]([N:13]([CH2:28][C:29]2[CH:34]=[CH:33][N:32]=[CH:31][CH:30]=2)[C@H:14]([C@H:18]2[CH2:23][CH2:22][C@H:21]([O:24][CH2:25][CH2:26][CH3:27])[CH2:20][CH2:19]2)[C:15]([OH:17])=O)(=[O:12])=[O:11])=[CH:6][CH:5]=1.ON1C2C=CC=CC=2N=N1.CN1CCOCC1.Cl.[C:53]([O:57][NH2:58])([CH3:56])([CH3:55])[CH3:54].Cl.CN(CCCN=C=NCC)C>C(Cl)Cl.O>[C:53]([O:57][NH:58][C:15](=[O:17])[C@H:14]([N:13]([S:10]([C:7]1[CH:8]=[CH:9][C:4]([O:3][CH3:2])=[CH:5][CH:6]=1)(=[O:11])=[O:12])[CH2:28][C:29]1[CH:34]=[CH:33][N:32]=[CH:31][CH:30]=1)[C@H:18]1[CH2:23][CH2:22][C@H:21]([O:24][CH2:25][CH2:26][CH3:27])[CH2:20][CH2:19]1)([CH3:56])([CH3:55])[CH3:54] |f:0.1,4.5,6.7|. Procedure details: 2(R)-[(4-methoxybenzenesulfonyl)(4-picolyl)amino]-2-(trans-4-propoxycyclohexyl) acetic acid hydrochloride (2.65 g, 4.82 mmol), 1-hydroxybenzotriazole (0.65 g, 4.81 mmol), 4-methylmorpholine (2.93 mL, 26.5 mmol), and O-t-butylhydroxylamine hydrochloride (1.81 g, 14.4 mmol) are dissolved in methylene chloride (100 mL). N-[dimethylaminopropyl]-N'-ethylcarbodiimide hydrochloride (1.1 g, 5.8 mmol) is added, and the reaction is stirred overnight. The reaction is then diluted with water and extracted w...